This data is from the Open Reaction Database (ORD), a public repository of structured organic reaction records. The task is: describe an organic reaction: reactants, conditions, products, and yield Reactants: NC1=NC(=NC2=NC=CN=C12)COCC (4-amino-2-(ethoxymethyl)pteridine), C(C)(=O)O (acetic acid). Solvent: [OH-].[Na+] (sodium hydroxide). The product is C(C)OCC1=NC2=NC=CN=C2C(N1)=O (2-Ethoxymethyl-4(3H)-pteridinone). Reaction SMILES: N[C:2]1[C:11]2[C:6](=[N:7][CH:8]=[CH:9][N:10]=2)[N:5]=[C:4]([CH2:12][O:13][CH2:14][CH3:15])[N:3]=1.C(O)(=[O:18])C>[OH-].[Na+]>[CH2:14]([O:13][CH2:12][C:4]1[NH:3][C:2](=[O:18])[C:11]2[C:6](=[N:7][CH:8]=[CH:9][N:10]=2)[N:5]=1)[CH3:15] |f:2.3|. Reported procedure: A solution of 30.0 g (0.146 mole) of 4-amino-2-(ethoxymethyl)pteridine in 800 ml of 5% aqueous sodium hydroxide is brought slowly to 75° C. and maintained at this temperature for 2 hours. After cooling, the solution obtained is acidified with acetic acid to pH 6 and is then extracted with chloroform. The organic extracts are dried over sodium sulphate and concentrated to dryness under reduced pressure. The solid residue is recrystallized from ethanol in the presence of Norit. Yld: 19.5 g (65%), ... Starting materials: C1(=CC=C(C=C1)C1(C(=C(C(O1)=O)OCC1=CC=CC=C1)O)C)C1=CC=CC=C1 (5-[(1,1'-biphenyl)-4-yl]-3-phenylmethoxy-4-hydroxy-5-methyl-2(5H)-furanone), OC=1C(OC(C1O)(C1=CC=CC=C1)C)=O (3,4-dihydroxy-5-methyl-5-phenyl-2(5H)-furanone). The product is C1(=CC=C(C=C1)C1(C(=C(C(O1)=O)O)O)C)C1=CC=CC=C1 (5-[(1,1'-biphenyl)-4-yl]-3,4-dihydroxy-5-methyl-2(5H)-furanone). Isolated yield 63.3%. As a reaction SMILES: [C:1]1([C:23]2[CH:28]=[CH:27][CH:26]=[CH:25][CH:24]=2)[CH:6]=[CH:5][C:4]([C:7]2([CH3:22])[O:11][C:10](=[O:12])[C:9]([O:13]CC3C=CC=CC=3)=[C:8]2[OH:21])=[CH:3][CH:2]=1.OC1C(=O)OC(C)(C2C=CC=CC=2)C=1O>>[C:1]1([C:23]2[CH:24]=[CH:25][CH:26]=[CH:27][CH:28]=2)[CH:6]=[CH:5][C:4]([C:7]2([CH3:22])[O:11][C:10](=[O:12])[C:9]([OH:13])=[C:8]2[OH:21])=[CH:3][CH:2]=1. Procedure: Hydrogenolysis of 500 mg of the 5-[(1,1'-biphenyl)-4-yl]-3-phenylmethoxy-4-hydroxy-5-methyl-2(5H)-furanone was performed in a similar manner as described in the synthesis of 3,4-dihydroxy-5-methyl-5-phenyl-2(5H)-furanone to provided 240 mg (63% yield) of 5-[(1,1'-biphenyl)-4-yl]-3,4-dihydroxy-5-methyl-2(5H)-furanone as a white powder: mp 206-212° C. dec. (MeOH/H2O), 1H NMR (acetone-d6) δ 7.69-7.33 (m, 9H), 1.88 (s, 3H). 13C NMR (acetone-d6) δ 169.5, 157.1, 141.6, 141.0, 139.8, 129.6, 128.3, 127.... Reactants: C(C)OC(C=1C(N)=CC=C(C1)[N+](=O)[O-])=O (5-nitroanthranilic acid ethyl ester), C([O-])([O-])=O.[K+].[K+] (potassium carbonate), C(CCC)O (n-butanol). Run at temperature 0 celsius, time 4 hour. Product: 222, C(CCC)OC(C=1C(N)=CC=C(C1)[N+](=O)[O-])=O (5-nitroanthranilic acid-n-butyl ester). The yield is 93.0%. Reaction SMILES: [CH2:1]([O:3][C:4](=[O:15])[C:5]1[C:6](=[CH:8][CH:9]=[C:10]([N+:12]([O-:14])=[O:13])[CH:11]=1)[NH2:7])[CH3:2].C(=O)([O-])[O-].[K+].[K+].[CH2:22](O)[CH2:23]CC>>[CH2:1]([O:3][C:4](=[O:15])[C:5]1[C:6](=[CH:8][CH:9]=[C:10]([N+:12]([O-:14])=[O:13])[CH:11]=1)[NH2:7])[CH2:2][CH2:22][CH3:23] |f:1.2.3|. Procedure: 210 parts of 5-nitroanthranilic acid ethyl ester, 210 parts of n-butanol and 10 parts of potassium carbonate are refluxed for half an hour. The thus formed ethanol is then distilled off over a column. Distillation is continued until the boiling point of n-butanol is reached. 450 parts of cyclohexane are then added, and after addition of 4 parts each of bleaching earth and active charcoal the hot mixture is filtered, followed by cooling to 0° C. The reaction lasts for about 4 hours. The precipita... Reactants: N1=C(C=CC2=CC=CC=C12)N1CCC(CC1)OC=1C(=NC=CN1)N1CCC(CC1)O (1-(3-((1-(quinolin-2-yl)piperidin-4-yl)oxy)pyrazin-2-yl)piperidin-4-ol), CC(=O)OI1(C=2C=CC=CC2C(=O)O1)(OC(=O)C)OC(=O)C (Dess-Martin periodinane). Solvent: C(Cl)Cl (CH2Cl2). The product is N1=C(C=CC2=CC=CC=C12)N1CCC(CC1)OC=1C(=NC=CN1)N1CCC(CC1)=O (1-(3-((1-(quinolin-2-yl)piperidin-4-yl)oxy)pyrazin-2-yl)piperidin-4-one). Isolated yield 80.0%. Reaction SMILES: [N:1]1[C:10]2[C:5](=[CH:6][CH:7]=[CH:8][CH:9]=2)[CH:4]=[CH:3][C:2]=1[N:11]1[CH2:16][CH2:15][CH:14]([O:17][C:18]2[C:19]([N:24]3[CH2:29][CH2:28][CH:27]([OH:30])[CH2:26][CH2:25]3)=[N:20][CH:21]=[CH:22][N:23]=2)[CH2:13][CH2:12]1.CC(OI1(OC(C)=O)(OC(C)=O)OC(=O)C2C=CC=CC1=2)=O>C(Cl)Cl>[N:1]1[C:10]2[C:5](=[CH:6][CH:7]=[CH:8][CH:9]=2)[CH:4]=[CH:3][C:2]=1[N:11]1[CH2:12][CH2:13][CH:14]([O:17][C:18]2[C:19]([N:24]3[CH2:29][CH2:28][C:27](=[O:30])[CH2:26][CH2:25]3)=[N:20][CH:21]=[CH:22][N:23]=2)[CH2:15][CH2:16]1. Procedure details: 1-(3-((1-(quinolin-2-yl)piperidin-4-yl)oxy)pyrazin-2-yl)piperidin-4-ol (see Example 1.1; 0.10 g, 0.25 mmol) was dissolved in anhydrous CH2Cl2 (10 mL), treated with Dess-Martin periodinane (DMP) (200 mg, 0.50 mmol, 2.0 equiv) and stirred at RT until complete conversion. The organic layer was washed with an aqueous solution of NaHCO3/Na2S2O3 (3×10 mL)), dried over Na2SO4, filtered and evaporated. The resulting residue was purified by flash chromatography on silica gel (20% to 40% EtOAc in petroleu... Reactants: C(C)(C)(C)OC(=O)N[C@](C(=O)O)(CC1=CC=CC=C1)C ((S)-2-(Tert-butoxycarbonylamino)-2-methyl-3-phenylpropanoic acid). The reagents and catalysts are O=[Pt]=O (PtO2). Solvent: C(=O)(C(F)(F)F)O.O (TFA H2O). Product: N[C@](C(=O)O)(CC1CCCCC1)C ((S)-2-amino-3-cyclohexyl-2-methylpropanoic acid). RXN SMILES: C(OC([NH:8][C@@:9]([CH3:20])([CH2:13][C:14]1[CH:19]=[CH:18][CH:17]=[CH:16][CH:15]=1)[C:10]([OH:12])=[O:11])=O)(C)(C)C>C(O)(C(F)(F)F)=O.O.O=[Pt]=O>[NH2:8][C@@:9]([CH3:20])([CH2:13][CH:14]1[CH2:19][CH2:18][CH2:17][CH2:16][CH2:15]1)[C:10]([OH:12])=[O:11] |f:1.2|. Reported procedure: (S)-2-(Tert-butoxycarbonylamino)-2-methyl-3-phenylpropanoic acid (1.95 g, 6.98 mmol) was hydrogenated under H2 (50 psi), catalyzed by PtO2 (200 mg), in TFA/H2O (30/30 mL) overnight. The catalyst was filtered off and concentrated to give (S)-2-amino-3-cyclohexyl-2-methylpropanoic acid in quantitative yield. MS ESI +ve m/z 186 (M+H). Yields the product O=C(O)CNC(=O)c1ncc(-c2cccc(F)c2)cc1O. Reaction SMILES: [CH2:1]([CH3:2])[O:3][C:4]([CH2:5][NH:6][C:7](=[O:8])[c:9]1[n:10][cH:11][c:12](-[c:16]2[cH:17][c:18]([F:22])[cH:19][cH:20][cH:21]2)[cH:13][c:14]1[OH:15])=[O:23].[CH2:27]1[O:28][CH2:29][CH2:30][CH2:31]1.[ClH:26].[Na+:25].[OH-:24]>>[O:3]=[C:4]([CH2:5][NH:6][C:7](=[O:8])[c:9]1[n:10][cH:11][c:12](-[c:16]2[cH:17][c:18]([F:22])[cH:19][cH:20][cH:21]2)[cH:13][c:14]1[OH:15])[OH:23]. Starting materials: CCOC(=O)CNC(=O)c1ncc(-c2cccc(F)c2)cc1O, C1CCOC1, Cl, [Na+], [OH-].